This data is from the Open Reaction Database (ORD), a public repository of structured organic reaction records. The task is: describe an organic reaction: reactants, conditions, products, and yield Reactants: N(=[N+]=[N-])[C@H]1[C@@H]([C@]2(C)[C@@H](C1)[C@@H]1CCC=3C=C(C=CC3[C@H]1CC2)OC)O (16α-azido-3-methoxy-estra-1,3,5(10)-triene-17β-ol), O.NN (hydrazine hydrate). The reagents and catalysts are [Ni] (Raney nickel). The solvent is CO (methanol). Product: N[C@H]1[C@@H]([C@]2(C)[C@@H](C1)[C@@H]1CCC=3C=C(C=CC3[C@H]1CC2)OC)O (16α-Amino-3-methoxy-estra-1,3,5(10)-triene-17β-ol). As a reaction SMILES: [N:1]([C@@H:4]1[CH2:9][C@H:8]2[C@H:10]3[C@H:19]([CH2:20][CH2:21][C@:6]2([CH3:7])[C@H:5]1[OH:24])[C:18]1[CH:17]=[CH:16][C:15]([O:22][CH3:23])=[CH:14][C:13]=1[CH2:12][CH2:11]3)=[N+]=[N-].O.NN>[Ni].CO>[NH2:1][C@@H:4]1[CH2:9][C@H:8]2[C@H:10]3[C@H:19]([CH2:20][CH2:21][C@:6]2([CH3:7])[C@H:5]1[OH:24])[C:18]1[CH:17]=[CH:16][C:15]([O:22][CH3:23])=[CH:14][C:13]=1[CH2:12][CH2:11]3 |f:1.2|. Reported procedure: 5.0 g 16α-azido-3-methoxy-estra-1,3,5(10)-triene-17β-ol, 100 ml methanol, 10 ml of 80% hydrazine hydrate and 4 spatula tips of Raney nickel are heated for 30 min on a water bath. Purification and recrystallization are performed as described for the purification of 16α-amino-3-methoxy-estra-1,3,5(10)-triene-17β-ol. Yield: 3.2 g (69%). F=158-161° C.; [α]D+41° (pyridine). IR: 3367 (NH). 3601 (OH); Starting materials: O=C([O-])[O-], CCOC(=O)CCCBr, CN(C)C=O, [Cs+], [Cs+], Oc1ccccc1I. Yields the product CCOC(=O)CCCOc1ccccc1I. RXN SMILES: [C:18](=[O:19])([O-:20])[O-:21].[CH2:9]([CH3:10])[O:11][C:12]([CH2:13][CH2:14][CH2:15][Br:16])=[O:17].[CH3:24][N:25]([CH3:26])[CH:27]=[O:28].[Cs+:22].[Cs+:23].[OH:1][c:2]1[cH:3][cH:4][cH:5][cH:6][c:7]1[I:8]>>[O:1]([c:2]1[cH:3][cH:4][cH:5][cH:6][c:7]1[I:8])[CH2:15][CH2:14][CH2:13][C:12]([O:11][CH2:9][CH3:10])=[O:17]. Starting materials: COC1=NC=C(C(=N1)OC)N1N=C(C(=C1C)I)C(=O)OCC (ethyl 1-(2,4-dimethoxypyrimidin-5-yl)-4-iodo-5-methyl-1H-pyrazole-3-carboxylate), ClC1=CC=C(C=O)C=C1 (4-chlorobenzaldehyde). The solvent is CCCCCC.CCOC(=O)C (Hexane EtOAc). Product: ClC1=CC=C(C=C1)C(C=1C(=NN(C1C)C=1C(=NC(=NC1)OC)OC)C(=O)OCC)O (ethyl 4-((4-chlorophenyl)(hydroxy)methyl)-1-(2,4-dimethoxypyrimidin-5-yl)-5-methyl-1H-pyrazole-3-carboxylate). RXN SMILES: [CH3:1][O:2][C:3]1[N:8]=[C:7]([O:9][CH3:10])[C:6]([N:11]2[C:15]([CH3:16])=[C:14](I)[C:13]([C:18]([O:20][CH2:21][CH3:22])=[O:19])=[N:12]2)=[CH:5][N:4]=1.[Cl:23][C:24]1[CH:31]=[CH:30][C:27]([CH:28]=[O:29])=[CH:26][CH:25]=1>CCCCCC.CCOC(C)=O>[Cl:23][C:24]1[CH:31]=[CH:30][C:27]([CH:28]([OH:29])[C:14]2[C:13]([C:18]([O:20][CH2:21][CH3:22])=[O:19])=[N:12][N:11]([C:6]3[C:7]([O:9][CH3:10])=[N:8][C:3]([O:2][CH3:1])=[N:4][CH:5]=3)[C:15]=2[CH3:16])=[CH:26][CH:25]=1 |f:2.3|. Procedure: The title compound was prepared in analogy to the procedure described in Step 1.3 using ethyl 1-(2,4-dimethoxypyrimidin-5-yl)-4-iodo-5-methyl-1H-pyrazole-3-carboxylate (Step 55.2) and 4-chlorobenzaldehyde at RT for 30 min. tR: 4.92 min (HPLC 1); tR: 1.09 min (LC-MS 2); ESI-MS: 433 [M+H]+ (LC-MS 2); Rf=0.24 (Hexane/EtOAc 1:1). The reactants are O=C([O-])[O-], CCOC(=O)C(Br)c1ccc(S(=O)(=O)C2CC2)cc1, CC#N, CCOC(C)=O, Oc1ccc(F)cc1F, [K+], [K+]. The product is CCOC(=O)C(Oc1ccc(F)cc1F)c1ccc(S(=O)(=O)C2CC2)cc1. Reaction SMILES: [C:10](=[O:11])([O-:12])[O-:13].[CH2:16]([CH3:17])[O:18][C:19]([CH:20]([c:21]1[cH:22][cH:23][c:24]([S:27](=[O:28])(=[O:29])[CH:30]2[CH2:31][CH2:32]2)[cH:25][cH:26]1)[Br:33])=[O:34].[CH3:35][C:36]#[N:37].[CH3:38][CH2:39][O:40][C:41](=[O:42])[CH3:43].[F:1][c:2]1[c:3]([OH:9])[cH:4][cH:5][c:6]([F:8])[cH:7]1.[K+:14].[K+:15]>>[F:1][c:2]1[c:3]([O:9][CH:20]([C:19]([O:18][CH2:16][CH3:17])=[O:34])[c:21]2[cH:22][cH:23][c:24]([S:27](=[O:28])(=[O:29])[CH:30]3[CH2:31][CH2:32]3)[cH:25][cH:26]2)[cH:4][cH:5][c:6]([F:8])[cH:7]1. The reactants are C(C)(=O)OC[C@]1(CO)[C@@H](OCC2=CC=CC=C2)[C@H](OCC2=CC=CC=C2)[C@H](O1)CO (2-C-[(acetyloxy)methyl]-2,5-anhydro-3,4-bis-O-(phenylmethyl)-D-glucitol), 1,6-diacetate, C([O-])([O-])=O.[K+].[K+] (potassium carbonate), O (water). Solvent: CO (methanol). The product is OCC1(CO)[C@@H](OCC2=CC=CC=C2)[C@H](OCC2=CC=CC=C2)[C@H](O1)CO (2,5-Anhydro-2-C-(hydroxymethyl)-3,4-bis-O-(phenylmethyl)-D-glucitol). As a reaction SMILES: C([O:4][CH2:5][C@:6]1([O:28][C@H:27]([CH2:29][OH:30])[C@@H:18]([O:19][CH2:20][C:21]2[CH:26]=[CH:25][CH:24]=[CH:23][CH:22]=2)[C@@H:9]1[O:10][CH2:11][C:12]1[CH:17]=[CH:16][CH:15]=[CH:14][CH:13]=1)[CH2:7][OH:8])(=O)C.C(=O)([O-])[O-].[K+].[K+].O>CO>[OH:4][CH2:5][C:6]1([O:28][C@H:27]([CH2:29][OH:30])[C@@H:18]([O:19][CH2:20][C:21]2[CH:26]=[CH:25][CH:24]=[CH:23][CH:22]=2)[C@@H:9]1[O:10][CH2:11][C:12]1[CH:13]=[CH:14][CH:15]=[CH:16][CH:17]=1)[CH2:7][OH:8] |f:1.2.3|. Procedure details: A 1.7 g portion of 2-C-[(acetyloxy)methyl]-2,5-anhydro-3,4-bis-O-(phenylmethyl)-D-glucitol, 1,6-diacetate was treated with 1.6 g of potassium carbonate, 10 ml of water and 8.5 ml of methanol and the mixture heated at reflux for 40 minutes and then evaporated. The residue was taken up in ether/water. The water layer was extracted twice with ether. All ether layers were combined, washed with brine, dried and evaporated. The residual oil was flash chromatographed, eluting with 4% methanol in dichlo...